From a dataset of the Open Reaction Database (ORD), a public repository of structured organic reaction records. describe an organic reaction: reactants, conditions, products, and yield The reactants are 38, C1(CCCCC1)P (monocyclohexylphosphine), P(Cl)(Cl)(Cl)(Cl)Cl (PCl5). The solvent is C1(=CC=CC=C1)C (toluene), C1(=CC=CC=C1)C (toluene). Product: C1(CCCCC1)P(Cl)Cl (monocyclohexyldichlorophosphine). Reaction SMILES: [CH:1]1(P)[CH2:6][CH2:5][CH2:4][CH2:3][CH2:2]1.[P:8]([Cl:13])(Cl)(Cl)(Cl)[Cl:9]>C1(C)C=CC=CC=1>[CH:1]1([P:8]([Cl:13])[Cl:9])[CH2:6][CH2:5][CH2:4][CH2:3][CH2:2]1. Procedure details: 319 g (1.05 mol) of a 38 wgt % monocyclohexylphosphine solution in toluene was added dropwise at 25° C. to a suspension of 436 g PCl5 (2.1 mol) in 1 liter toluene. After the strongly exothermal reaction was complete, the reaction mixture was filtered using a reverse frit. 5 g orange colored solid matter remained behind. The clear solution (31P-NMR; δ P: 195 ppm, C6H11PCl2, 95 mol %) was distilled under vacuum. Reactants: Cc1cc(COc2ccc(S(=O)(=O)NC3CCCCC3C(=O)O)cc2)c2ccccc2n1, NO. The product is Cc1cc(COc2ccc(S(=O)(=O)NC3CCCCC3C(=O)NO)cc2)c2ccccc2n1. As a reaction SMILES: [CH3:1][c:2]1[n:3][c:4]2[cH:5][cH:6][cH:7][cH:8][c:9]2[c:10]([CH2:12][O:13][c:14]2[cH:15][cH:16][c:17]([S:20](=[O:21])(=[O:22])[NH:23][CH:24]3[CH:25]([C:30](=[O:31])[OH:32])[CH2:26][CH2:27][CH2:28][CH2:29]3)[cH:18][cH:19]2)[cH:11]1.[NH2:33][OH:34]>>[CH3:1][c:2]1[n:3][c:4]2[cH:5][cH:6][cH:7][cH:8][c:9]2[c:10]([CH2:12][O:13][c:14]2[cH:15][cH:16][c:17]([S:20](=[O:21])(=[O:22])[NH:23][CH:24]3[CH:25]([C:30](=[O:31])[NH:33][OH:34])[CH2:26][CH2:27][CH2:28][CH2:29]3)[cH:18][cH:19]2)[cH:11]1. Starting materials: N1=C(C=CC=C1)C (2-Picoline), BrCCCCCC (1-bromo-hexane), N1(CCCCC1)C1=CC=C(C=O)C=C1 (4-Piperidinobenzaldehyde), N1CCCCC1 (piperidine). Run in CO (methanol), CCOCC (ether). The product is [Br-].C(CCCCC)[N+]1=C(C=CC=C1)C=CC1=CC=C(C=C1)N1CCCCC1 (1-hexyl-2-[(4-piperidino)styryl]-pyridinium bromide). Yield: 16.3%. As a reaction SMILES: [N:1]1[CH:6]=[CH:5][CH:4]=[CH:3][C:2]=1[CH3:7].[Br:8][CH2:9][CH2:10][CH2:11][CH2:12][CH2:13][CH3:14].[N:15]1([C:21]2[CH:28]=[CH:27][C:24]([CH:25]=O)=[CH:23][CH:22]=2)[CH2:20][CH2:19][CH2:18][CH2:17][CH2:16]1.N1CCCCC1>CO.CCOCC>[Br-:8].[CH2:9]([N+:1]1[CH:6]=[CH:5][CH:4]=[CH:3][C:2]=1[CH:7]=[CH:25][C:24]1[CH:23]=[CH:22][C:21]([N:15]2[CH2:20][CH2:19][CH2:18][CH2:17][CH2:16]2)=[CH:28][CH:27]=1)[CH2:10][CH2:11][CH2:12][CH2:13][CH3:14] |f:6.7|. Procedure details: 2-Picoline (2.79 g, 0.03 mole) and 1-bromo-hexane (5.0 g, 0.03 mole) were heated in an oil bath at 130° C. for five hours. The resulting oil was cooled and dissolved in methanol (40 ml). 4-Piperidinobenzaldehyde (5.67 g, 0.03 mole) and piperidine (0.25 ml) were added and the mixture was refluxed under nitrogen for two hours. The addition of about 100 ml of ether to the cold solution gave red crystals which were collected and washed to give 1-hexyl-2-[(4-piperidino)styryl]-pyridinium bromide (2.1... Reactants: COC(C(C)(C)NC1=CC(=CC=C1)C1NC2=CC=C(C=C2CC1(C)C)C#N)=O (2-[3-(6-cyano-3,3-dimethyl-1,2,3,4-tetrahydro-quinolin-2-yl)-phenylamino]-2-methyl-propionic acid methyl ester), Cl (hydrochloric acid). The solvent is O1CCCC1 (tetrahydrofuran), [OH-].[Li+] (lithium hydroxide), O (water). Run at temperature 25 celsius, time 36 hour. The product is C(#N)C=1C=C2CC(C(NC2=CC1)C=1C=C(C=CC1)NC(C(=O)O)(C)C)(C)C (2-[3-(6-cyano-3,3-dimethyl-1,2,3,4-tetrahydro-quinolin-2-yl)-phenylamino]-2-methyl-propionic acid). Isolated yield 7.5%. RXN SMILES: C[O:2][C:3](=[O:28])[C:4]([NH:7][C:8]1[CH:13]=[CH:12][CH:11]=[C:10]([CH:14]2[C:23]([CH3:25])([CH3:24])[CH2:22][C:21]3[C:16](=[CH:17][CH:18]=[C:19]([C:26]#[N:27])[CH:20]=3)[NH:15]2)[CH:9]=1)([CH3:6])[CH3:5].Cl>O1CCCC1.[OH-].[Li+].O>[C:26]([C:19]1[CH:20]=[C:21]2[C:16](=[CH:17][CH:18]=1)[NH:15][CH:14]([C:10]1[CH:9]=[C:8]([NH:7][C:4]([CH3:6])([CH3:5])[C:3]([OH:28])=[O:2])[CH:13]=[CH:12][CH:11]=1)[C:23]([CH3:25])([CH3:24])[CH2:22]2)#[N:27] |f:3.4|. Reported procedure: A mixture of 2-[3-(6-cyano-3,3-dimethyl-1,2,3,4-tetrahydro-quinolin-2-yl)-phenylamino]-2-methyl-propionic acid methyl ester (500 mg, 1.32 mmol) in tetrahydrofuran (30 mL), 2M lithium hydroxide in water (15 mL) was prepared. The reaction mixture was stirred at 25° C. for 36 h. The mixture was neutralized with a 3 N aqueous hydrochloric acid solution and extracted with ethyl acetate (2×100 mL), washed with water, dried over anhydrous sodium sulfate and then concentrated in vacuo. Purification by W... Starting materials: COc1cc(OCCO[Si](C)(C)C(C)(C)C)ccc1[N+](=O)[O-], CCOC(C)=O. Yields the product COc1cc(OCCO[Si](C)(C)C(C)(C)C)ccc1N. Reaction SMILES: [C:1]([CH3:2])([CH3:3])([CH3:4])[Si:5]([CH3:6])([CH3:7])[O:8][CH2:9][CH2:10][O:11][c:12]1[cH:13][c:14]([O:21][CH3:22])[c:15]([N+:18]([O-:19])=[O:20])[cH:16][cH:17]1.[CH3:23][CH2:24][O:25][C:26](=[O:27])[CH3:28]>>[C:1]([CH3:2])([CH3:3])([CH3:4])[Si:5]([CH3:6])([CH3:7])[O:8][CH2:9][CH2:10][O:11][c:12]1[cH:13][c:14]([O:21][CH3:22])[c:15]([NH2:18])[cH:16][cH:17]1. Starting materials: NC=1C=C2C(N(C(C2=CC1)=O)CC(=O)OC(C)(C)C)=O (tert-butyl 2-(5-amino-1,3-dioxoisoindolin-2-yl)acetate), N1=CC=CC=C1 (pyridine), CS(=O)(=O)Cl (methanesulfonyl chloride). Run in C1CCOC1 (THF). The product is CS(=O)(=O)NC=1C=C2C(N(C(C2=CC1)=O)CC(=O)OC(C)(C)C)=O (tert-butyl 2-(5-(methylsulfonamido)-1,3-dioxoisoindolin-2-yl)acetate). Yield: 14.5%. As a reaction SMILES: [NH2:1][C:2]1[CH:3]=[C:4]2[C:8](=[CH:9][CH:10]=1)[C:7](=[O:11])[N:6]([CH2:12][C:13]([O:15][C:16]([CH3:19])([CH3:18])[CH3:17])=[O:14])[C:5]2=[O:20].N1C=CC=CC=1.[CH3:27][S:28](Cl)(=[O:30])=[O:29]>C1COCC1>[CH3:27][S:28]([NH:1][C:2]1[CH:3]=[C:4]2[C:8](=[CH:9][CH:10]=1)[C:7](=[O:11])[N:6]([CH2:12][C:13]([O:15][C:16]([CH3:17])([CH3:19])[CH3:18])=[O:14])[C:5]2=[O:20])(=[O:30])=[O:29]. Reported procedure: To a solution of tert-butyl 2-(5-amino-1,3-dioxoisoindolin-2-yl)acetate (14 g, 50.7 mmol) in THF (100 ml), pyridine (8.20 ml, 101 mmol) was added followed by methanesulfonyl chloride (7.74 ml, 101 mmol), and the resulting mixture was heated to reflux for 5 hours. The volatiles were removed under vacuum, the residue was dissolved in DCM (200 ml) and washed with 0.2M HCl (3×50 ml) and brine; the organic phase was dried over Na2SO4 and evaporated to dryness. The resulting solid was triturated with ... Starting materials: C1COCCO1, CCN(C(C)C)C(C)C, Clc1cncc(Cl)c1Cl, O=S(=O)(c1cccc(Cl)c1)C1CCNCC1. Yields the product O=S(=O)(c1cccc(Cl)c1)C1CCN(c2c(Cl)cncc2Cl)CC1. Reaction SMILES: [CH2:35]1[O:36][CH2:37][CH2:38][O:39][CH2:40]1.[CH:26]([N:27]([CH2:28][CH3:29])[CH:30]([CH3:31])[CH3:32])([CH3:33])[CH3:34].[Cl:17][c:18]1[cH:19][n:20][cH:21][c:22]([Cl:25])[c:23]1[Cl:24].[Cl:1][c:2]1[cH:3][c:4]([S:8](=[O:9])(=[O:10])[CH:11]2[CH2:12][CH2:13][NH:14][CH2:15][CH2:16]2)[cH:5][cH:6][cH:7]1>>[Cl:1][c:2]1[cH:3][c:4]([S:8](=[O:9])(=[O:10])[CH:11]2[CH2:12][CH2:13][N:14]([c:23]3[c:18]([Cl:17])[cH:19][n:20][cH:21][c:22]3[Cl:25])[CH2:15][CH2:16]2)[cH:5][cH:6][cH:7]1. Reactants: N1=C(NC2=C1C=CC=C2)NC(=O)O (2-benzimidazolecarbamic), NC(=S)N (thiourea), S(=O)(=O)(OC)OC (dimethyl sulfate), esters, ( I ). Product: S(=O)(=O)(O)O.CSC(N)=N (2-methylthiopseudourea sulfate). RXN SMILES: [N:1]1C2C=CC=CC=2N[C:2]=1[NH:10]C(O)=O.N[C:15](N)=[S:16].[S:18]([O:23]C)([O:21]C)(=[O:20])=[O:19]>>[S:18]([OH:23])([OH:21])(=[O:20])=[O:19].[CH3:15][S:16][C:2](=[NH:1])[NH2:10] |f:3.4|. Procedure details: U.S. Pat. No. 3,010,968 describes a process for making the 2-benzimidazolecarbamic.acid esters of formula (I) by reacting thiourea with dimethyl sulfate to produce 2-methylthiopseudourea sulfate. This reaction product is then reacted with an alkyl chloroformate and a base to produce an acylated 2-methylthiopseudourea, which is then reacted further with an o-phenylenediamine in the presence of a protonic acid to produce the desired product.